This data is from the Open Reaction Database (ORD), a public repository of structured organic reaction records. The task is: describe an organic reaction: reactants, conditions, products, and yield The reactants are COCCN1CCC(COC(=O)Oc2ccc([N+](=O)[O-])cc2)CC1, Cc1ccc(N2CCNCC2)cc1, CCN(C(C)C)C(C)C, O=C(Cl)Oc1ccc([N+](=O)[O-])cc1, ClCCl, Cl, Cl, CN(C)C=O. The product is COCCN1CCC(COC(=O)N2CCN(c3ccc(C)cc3)CC2)CC1. RXN SMILES: [C:1]([O:2][CH2:3][CH:4]1[CH2:5][CH2:6][N:7]([CH2:10][CH2:11][O:12][CH3:13])[CH2:8][CH2:9]1)([O:14][c:15]1[cH:16][cH:17][c:18]([N+:19]([O-:20])=[O:21])[cH:22][cH:23]1)=[O:24].[CH3:40][c:41]1[cH:42][cH:43][c:44]([N:47]2[CH2:48][CH2:49][NH:50][CH2:51][CH2:52]2)[cH:45][cH:46]1.[CH:53]([N:54]([CH2:55][CH3:56])[CH:57]([CH3:58])[CH3:59])([CH3:60])[CH3:61].[Cl:25][C:26]([O:27][c:28]1[cH:29][cH:30][c:31]([N+:32]([O-:33])=[O:34])[cH:35][cH:36]1)=[O:37].[Cl:62][CH2:63][Cl:64].[ClH:38].[ClH:39].[O:65]=[CH:66][N:67]([CH3:68])[CH3:69]>>[C:1]([O:2][CH2:3][CH:4]1[CH2:5][CH2:6][N:7]([CH2:10][CH2:11][O:12][CH3:13])[CH2:8][CH2:9]1)(=[O:24])[N:50]1[CH2:49][CH2:48][N:47]([c:44]2[cH:43][cH:42][c:41]([CH3:40])[cH:46][cH:45]2)[CH2:52][CH2:51]1. The reactants are CsCO3, CC1=CC=C(C=C1)Cl (4-methylchlorobenzene), 2, C1(=CC=CC=C1)B(O)O (PhB(OH)2), (Me3C)2PH(O). Reagents/catalysts: C=1C=CC(=CC1)/C=C/C(=O)/C=C/C2=CC=CC=C2.C=1C=CC(=CC1)/C=C/C(=O)/C=C/C2=CC=CC=C2.C=1C=CC(=CC1)/C=C/C(=O)/C=C/C2=CC=CC=C2.[Pd].[Pd] (Pd2(dba)3). The solvent is O1CCOCC1 (1,4-dioxane). Conditions: time 24 hour. Yields the product C1(=CC=CC=C1)C1=CC=C(C=C1)C (4-phenyltoluene). Isolated yield 62.9%. As a reaction SMILES: [CH3:1][C:2]1[CH:7]=[CH:6][C:5](Cl)=[CH:4][CH:3]=1.[C:9]1(B(O)O)[CH:14]=[CH:13][CH:12]=[CH:11][CH:10]=1>O1CCOCC1.C1C=CC(/C=C/C(/C=C/C2C=CC=CC=2)=O)=CC=1.C1C=CC(/C=C/C(/C=C/C2C=CC=CC=2)=O)=CC=1.C1C=CC(/C=C/C(/C=C/C2C=CC=CC=2)=O)=CC=1.[Pd].[Pd]>[C:9]1([C:5]2[CH:6]=[CH:7][C:2]([CH3:1])=[CH:3][CH:4]=2)[CH:14]=[CH:13][CH:12]=[CH:11][CH:10]=1 |f:3.4.5.6.7|. Procedure details: The general procedure from Example 9 was followed using 4-methylchlorobenzene (152 mg, 1.2 mmol) and PhB(OH)2 (1.2 mmol) with Pd2(dba)3 (20 mg, 0.0218 mmol) and (Me3C)2PH(O) from Experiment 2 (14.5 mg, 0.0878 mmol) and CsCO3 (651 mg, 2.0 mmol) in 4.0 mL of 1,4-dioxane. After 24 h, the reaction mixture was chromatographed with 5% ethyl acetate/hexane to give 127 mg (63% yield) of 4-phenyltoluene. It was >95% pure by 1H NMR and GC/MS. 1H NMR (500 MHz, CDCl3): δ 7.74 (d, J=7.50 Hz, 2H), 7.65 (d, J=... Reactants: OCC(=O)[C@@H](O)[C@@H](O)CO (L-ribulose), C([C@@H]1[C@H]([C@@H]([C@@H]([C@H](O1)O)O)O)O)OP(=O)(O)O (mannose-6-phosphate). The product is 36, O=C[C@@H](O)[C@@H](O)[C@@H](O)CO (L-ribose), OCC(=O)[C@@H](O)[C@@H](O)CO (L-ribulose). RXN SMILES: C(OP(O)(O)=O)[C@H:2]1[O:7][C@H:6]([OH:8])[C@@H:5]([OH:9])[C@@H:4]([OH:10])[C@@H:3]1[OH:11].[OH:17][CH2:18][C:19]([C@H:21]([C@H:23]([CH2:25][OH:26])[OH:24])[OH:22])=[O:20]>>[O:7]=[CH:2][C@H:3]([C@H:4]([C@H:5]([CH2:6][OH:8])[OH:9])[OH:10])[OH:11].[OH:17][CH2:18][C:19]([C@H:21]([C@H:23]([CH2:25][OH:26])[OH:24])[OH:22])=[O:20]. Procedure: As a result, in the case of mannose-6-phosphate isomerase derived from Thermus thermophiles strain, all of the conversion rates were approximately 70% regardless the concentrations of L-ribulose used as a substrate thereby producing 36, 71, 140, and 211 g/l of L-ribose at 50, 100, 200, and 300 g/l of L-ribulose, respectively.